The task is: describe an organic reaction: reactants, conditions, products, and yield. This data is from the Open Reaction Database (ORD), a public repository of structured organic reaction records. The reactants are CC#N, CI, O=C(N1CCCc2ccccc21)n1ccnc1. Product: [I-], C[n+]1ccn(C(=O)N2CCCc3ccccc32)c1. Reaction SMILES: [CH3:20][C:21]#[N:22].[I:18][CH3:19].[n:1]1([C:6](=[O:7])[N:8]2[CH2:9][CH2:10][CH2:11][c:12]3[cH:13][cH:14][cH:15][cH:16][c:17]32)[cH:2][n:3][cH:4][cH:5]1>>[I-:18].[n:1]1([C:6](=[O:7])[N:8]2[CH2:9][CH2:10][CH2:11][c:12]3[cH:13][cH:14][cH:15][cH:16][c:17]32)[cH:2][n+:3]([CH3:19])[cH:4][cH:5]1. The reactants are FC(F)(F)c1cnn2c(Br)cnc2n1, O=C([O-])[O-], COCCOC, CC1(C)COB(c2ccc(Cl)c(-c3cccnc3)c2)OC1, [Na+], [Na+]. As a reaction SMILES: [Br:1][c:2]1[cH:3][n:4][c:5]2[n:6]1[n:7][cH:8][c:9]([C:11]([F:12])([F:13])[F:14])[n:10]2.[C:36](=[O:37])([O-:38])[O-:39].[CH3:42][O:43][CH2:44][CH2:45][O:46][CH3:47].[Cl:15][c:16]1[c:17](-[c:30]2[cH:31][n:32][cH:33][cH:34][cH:35]2)[cH:18][c:19]([B:22]2[O:23][CH2:24][C:25]([CH3:26])([CH3:27])[CH2:28][O:29]2)[cH:20][cH:21]1.[Na+:40].[Na+:41]>>[c:2]1(-[c:19]2[cH:18][c:17](-[c:30]3[cH:31][n:32][cH:33][cH:34][cH:35]3)[c:16]([Cl:15])[cH:21][cH:20]2)[cH:3][n:4][c:5]2[n:6]1[n:7][cH:8][c:9]([C:11]([F:12])([F:13])[F:14])[n:10]2. The product is FC(F)(F)c1cnn2c(-c3ccc(Cl)c(-c4cccnc4)c3)cnc2n1.